From a dataset of the Open Reaction Database (ORD), a public repository of structured organic reaction records. describe an organic reaction: reactants, conditions, products, and yield The reactants are O (water), C(CO)(=O)OC (Methyl glycolate), CC(C)(C)[Si](C)(C)Cl (TBDMS-Cl), N1C=NC=C1 (imidazole). Run in CN(C=O)C (dimethylformamide). Yields the product [Si](C)(C)(C(C)(C)C)OCC(=O)OC (methyl (t-butyldimethylsilyloxy)acetate). The yield is 97876664.0%. RXN SMILES: [C:1]([O:5][CH3:6])(=[O:4])[CH2:2][OH:3].[CH3:7][C:8]([Si:11](Cl)([CH3:13])[CH3:12])([CH3:10])[CH3:9].N1C=CN=C1.O>CN(C)C=O>[Si:11]([O:3][CH2:2][C:1]([O:5][CH3:6])=[O:4])([C:8]([CH3:10])([CH3:9])[CH3:7])([CH3:13])[CH3:12]. Reported procedure: Methyl glycolate (0.776 ml, 0.905 g, 10.0 nmol) was added to a suspension of TBDMS-Cl (1.81 g, 12.0 mmol) and imidazole (1.7 g, 25.0 mmol) in dry dimethylformamide (DMF) (2.0 ml) at 0° C., under stirring. After 90 min stirring at RT, water (25 ml) was added, and the resulting mixture was extracted with ethyl ether (3×15 ml). The organic phases were combined, washed with water (3×15 ml), dried (Na2SO4) and evaporated to give methyl (t-butyldimethylsilyloxy)acetate (2.0 g, 100%).